Dataset: the Open Reaction Database (ORD), a public repository of structured organic reaction records. Task: describe an organic reaction: reactants, conditions, products, and yield The reactants are CNC, CCO, CC(C)(C)COC(=O)N1CCN(c2cc(-c3noc(C(Cl)(Cl)Cl)n3)ccn2)CC1. Yields the product CN(C)c1nc(-c2ccnc(N3CCN(C(=O)OCC(C)(C)C)CC3)c2)no1. RXN SMILES: [CH3:30][NH:31][CH3:32].[CH3:33][CH2:34][OH:35].[Cl:1][C:2]([c:3]1[n:4][c:5](-[c:8]2[cH:9][c:10]([N:14]3[CH2:15][CH2:16][N:17]([C:20](=[O:21])[O:22][CH2:23][C:24]([CH3:25])([CH3:26])[CH3:27])[CH2:18][CH2:19]3)[n:11][cH:12][cH:13]2)[n:6][o:7]1)([Cl:28])[Cl:29]>>[c:3]1([N:31]([CH3:30])[CH3:32])[n:4][c:5](-[c:8]2[cH:9][c:10]([N:14]3[CH2:15][CH2:16][N:17]([C:20](=[O:21])[O:22][CH2:23][C:24]([CH3:25])([CH3:26])[CH3:27])[CH2:18][CH2:19]3)[n:11][cH:12][cH:13]2)[n:6][o:7]1.